Dataset: the Open Reaction Database (ORD), a public repository of structured organic reaction records. Task: describe an organic reaction: reactants, conditions, products, and yield Reactants: CC(C)(C)CN1C(=O)C(CC(=O)O)SC(c2cccc3ccccc23)c2cc(Cl)ccc21, N, C1CCOC1. The product is CC(C)(C)CN1C(=O)C(CC(N)=O)SC(c2cccc3ccccc23)c2cc(Cl)ccc21. RXN SMILES: [Cl:1][c:2]1[cH:3][cH:4][c:5]2[c:6]([cH:32]1)[CH:7]([c:22]1[cH:23][cH:24][cH:25][c:26]3[cH:27][cH:28][cH:29][cH:30][c:31]13)[S:8][CH:9]([CH2:18][C:19](=[O:20])[OH:21])[C:10](=[O:17])[N:11]2[CH2:12][C:13]([CH3:14])([CH3:15])[CH3:16].[NH3:33].[O:34]1[CH2:35][CH2:36][CH2:37][CH2:38]1>>[Cl:1][c:2]1[cH:3][cH:4][c:5]2[c:6]([cH:32]1)[CH:7]([c:22]1[cH:23][cH:24][cH:25][c:26]3[cH:27][cH:28][cH:29][cH:30][c:31]13)[S:8][CH:9]([CH2:18][C:19](=[O:21])[NH2:33])[C:10](=[O:17])[N:11]2[CH2:12][C:13]([CH3:14])([CH3:15])[CH3:16]. The reactants are C(=O)(OC(C)(C)C)N1CCC(CC1)CNC1=CC=NC=C1 (1-Boc-4-[(pyrid-4-ylamino)methyl]piperidine), Cl (HCl). Solvent: CO (methanol). Run at time 8 hour. Product: Cl.Cl.N1=CC=C(C=C1)NCC1CCNCC1 (4-[(Pyrid-4-ylamino)methyl]piperidine Dihydrochloride). Yield: 88.0%. Reaction SMILES: C([N:8]1[CH2:13][CH2:12][CH:11]([CH2:14][NH:15][C:16]2[CH:21]=[CH:20][N:19]=[CH:18][CH:17]=2)[CH2:10][CH2:9]1)(OC(C)(C)C)=O.[ClH:22]>CO>[ClH:22].[ClH:22].[N:19]1[CH:20]=[CH:21][C:16]([NH:15][CH2:14][CH:11]2[CH2:12][CH2:13][NH:8][CH2:9][CH2:10]2)=[CH:17][CH:18]=1 |f:3.4.5|. Reported procedure: To a stirred solution of 1-Boc-4-[(pyrid-4-ylamino)methyl]piperidine (1.0 g, 3.43 mmol) in methanol (100 mL) was added HCl (1 M in ether, 34 mL), and the mixture stirred overnight. The solvent was removed in vacuo, and the resudue taken up in water and freeze dried to give the product as a yellow solid (800 mg, 88%). Reaction SMILES: [Br:1][c:2]1[cH:3][cH:4][c:5]([CH2:8][C:9](=[O:10])[OH:11])[cH:6][cH:7]1.[CH:41]([Cl:42])([Cl:43])[Cl:44].[Cl-:37].[Cl:12][C:13]([C:14]([Cl:15])=[O:16])=[O:17].[Cl:38][CH2:39][Cl:40].[N:45]#[C:46][c:47]1[cH:48][cH:49][cH:50][cH:51][cH:52]1.[NH2:18][c:19]1[cH:20][c:21]([C:27]([F:28])([F:29])[F:30])[c:22]([C:23]#[N:24])[cH:25][cH:26]1.[O:53]=[CH:54][N:55]([CH3:56])[CH3:57].[cH:31]1[cH:32][cH:33][n:34][cH:35][cH:36]1>>[Br:1][c:2]1[cH:3][cH:4][c:5]([CH2:8][C:9](=[O:11])[NH:18][c:19]2[cH:20][c:21]([C:27]([F:28])([F:29])[F:30])[c:22]([C:23]#[N:24])[cH:25][cH:26]2)[cH:6][cH:7]1. Starting materials: O=C(O)Cc1ccc(Br)cc1, ClC(Cl)Cl, [Cl-], O=C(Cl)C(=O)Cl, ClCCl, N#Cc1ccccc1, N#Cc1ccc(N)cc1C(F)(F)F, CN(C)C=O, c1ccncc1. The product is N#Cc1ccc(NC(=O)Cc2ccc(Br)cc2)cc1C(F)(F)F. Starting materials: BrC1=C(C=C(C=C1)C)C(=O)N1[C@H]([C@H](CCC1)C)CNC1=NC=C(C=C1)C(F)(F)F (rac-cis-(2-bromo-5-methylphenyl)(3-methyl-2-(((5-(trifluoromethyl)pyridin-2-yl)amino)methyl)piperidin-1-yl)methanone), C(CCC)[Sn](C1=NC=CC=N1)(CCCC)CCCC (2-(tributylstannyl)pyrimidine), P(PPh3)4, C(=O)([O-])[O-].[Cs+].[Cs+] (Cs2CO3). Run in O1CCOCC1 (dioxane). Run at temperature 140 celsius. The product is C[C@@H]1[C@@H](N(CCC1)C(=O)C1=C(C=CC(=C1)C)C1=NC=CC=N1)CNC1=NC=C(C=C1)C(F)(F)F (rac-cis-(3-Methyl-2-(((5-(trifluoromethyl)pyridin-2-yl)amino)methyl)piperidin-1-yl)(5-methyl-2-(pyrimidin-2-yl)phenyl)methanone), C(=O)(C(F)(F)F)O (TFA). As a reaction SMILES: Br[C:2]1[CH:7]=[CH:6][C:5]([CH3:8])=[CH:4][C:3]=1[C:9]([N:11]1[CH2:16][CH2:15][CH2:14][C@H:13]([CH3:17])[C@@H:12]1[CH2:18][NH:19][C:20]1[CH:25]=[CH:24][C:23]([C:26]([F:29])([F:28])[F:27])=[CH:22][N:21]=1)=[O:10].C([Sn](CCCC)(CCCC)[C:35]1[N:40]=[CH:39][CH:38]=[CH:37][N:36]=1)CCC.[C:49]([O-:52])([O-])=[O:50].[Cs+].[Cs+]>O1CCOCC1>[CH3:17][C@H:13]1[CH2:14][CH2:15][CH2:16][N:11]([C:9]([C:3]2[CH:4]=[C:5]([CH3:8])[CH:6]=[CH:7][C:2]=2[C:35]2[N:40]=[CH:39][CH:38]=[CH:37][N:36]=2)=[O:10])[C@H:12]1[CH2:18][NH:19][C:20]1[CH:25]=[CH:24][C:23]([C:26]([F:29])([F:28])[F:27])=[CH:22][N:21]=1.[C:49]([OH:52])([C:26]([F:29])([F:28])[F:27])=[O:50] |f:2.3.4|. Procedure: The mixture of rac-cis-(2-bromo-5-methylphenyl)(3-methyl-2-(((5-(trifluoromethyl)pyridin-2-yl)amino)methyl)piperidin-1-yl)methanone (0.03 g, 0.0638 mmol), 2-(tributylstannyl)pyrimidine (0.028 g, 0.0766 mmol), P(PPh3)4 (0.011 g, 0.01 mmol), Cs2CO3 (0.42 g, 0.13 mmol) and dioxane (1 mL) was degassed for 5 min and heated overnight at 140° C. oil bath. The completion of reaction was monitored by analytical HPLC. The mixture was cooled and extracted with EtOAc. The combine organic layers were washed ... Reactants: C1(=CC=CC=C1)P(O)O (phenylphosphonous acid), [OH-].[Na+] (sodium hydroxide), S([O-])(O)=O.[Na+] (sodium bisulfite), Cl (HCl), [O-][Mn](=O)(=O)=O.[K+] (KMnO4), P(O)O (phosphonous acid). Run in CC(=O)C (acetone), O (water), O (water), O (water). Reaction conditions: time 5 minute. The product is C1(=CC=CC=C1)P(O)(O)=O (Phenylphosphonic acid). Reaction SMILES: [C:1]1([P:7]([OH:9])[OH:8])[CH:6]=[CH:5][CH:4]=[CH:3][CH:2]=1.[OH-].[Na+].[O-:12][Mn](=O)(=O)=O.[K+].P(O)O.Cl.S(=O)(O)[O-].[Na+]>CC(C)=O.O>[C:1]1([P:7](=[O:12])([OH:9])[OH:8])[CH:6]=[CH:5][CH:4]=[CH:3][CH:2]=1 |f:1.2,3.4,7.8|. Reported procedure: To a solution of phenylphosphonous acid (1 g, 0.007 mole) in acetone (10 ml) and water (10 ml) was added a solution of sodium hydroxide (0.281 gm, 0.007 mole) in water (10 ml) until a pH of about 7 was reached. A solution of KMnO4 (0.663 g, 0.007 mole) in water (10 ml) was added slowly to the vigorously stirred solution of phosphonous acid at 20°-25° C. After the addition (5 minutes), the reaction mixture was stirred for 5 minutes at ambient temperature and acidified with concentrated HCl acid u... The reactants are BrCC=CCOc1ccccc1, CC(C)(C)OC(=O)N1CCC(c2ccc(O)cc2)C(O)C1. Yields the product CC(C)(C)OC(=O)N1CCC(c2ccc(OCC=CCOc3ccccc3)cc2)C(O)C1. As a reaction SMILES: [Br:22][CH2:23][CH:24]=[CH:25][CH2:26][O:27][c:28]1[cH:29][cH:30][cH:31][cH:32][cH:33]1.[OH:1][CH:2]1[CH2:3][N:4]([C:15](=[O:16])[O:17][C:18]([CH3:19])([CH3:20])[CH3:21])[CH2:5][CH2:6][CH:7]1[c:8]1[cH:9][cH:10][c:11]([OH:14])[cH:12][cH:13]1>>[OH:1][CH:2]1[CH2:3][N:4]([C:15](=[O:16])[O:17][C:18]([CH3:19])([CH3:20])[CH3:21])[CH2:5][CH2:6][CH:7]1[c:8]1[cH:9][cH:10][c:11]([O:14][CH2:23][CH:24]=[CH:25][CH2:26][O:27][c:28]2[cH:29][cH:30][cH:31][cH:32][cH:33]2)[cH:12][cH:13]1. Starting materials: C(C1=CC=CC=C1)OC(=O)N1C(CN(CC1)C(=O)OC(C)(C)C)C(=O)O (1-(Benzyloxycarbonyl)-4-(tert-butoxycarbonyl)piperazine-2-carboxylic acid), C[Si](C)(C)C=[N+]=[N-] (trimethylsilyl diazomethane). Solvent: CO (methanol). The product is N1(C(CN(CC1)C(=O)OC(C)(C)C)C(=O)OC)C(=O)OCC1=CC=CC=C1 (1-benzyl 4-tert-butyl 2-methyl piperazine-1,2,4-tricarboxylate). As a reaction SMILES: [CH2:1]([O:8][C:9]([N:11]1[CH2:16][CH2:15][N:14]([C:17]([O:19][C:20]([CH3:23])([CH3:22])[CH3:21])=[O:18])[CH2:13][CH:12]1[C:24]([OH:26])=[O:25])=[O:10])[C:2]1[CH:7]=[CH:6][CH:5]=[CH:4][CH:3]=1.[CH3:27][Si](C=[N+]=[N-])(C)C>CO>[N:11]1([C:9]([O:8][CH2:1][C:2]2[CH:3]=[CH:4][CH:5]=[CH:6][CH:7]=2)=[O:10])[CH2:16][CH2:15][N:14]([C:17]([O:19][C:20]([CH3:22])([CH3:23])[CH3:21])=[O:18])[CH2:13][CH:12]1[C:24]([O:26][CH3:27])=[O:25]. Procedure details: 1-(Benzyloxycarbonyl)-4-(tert-butoxycarbonyl)piperazine-2-carboxylic acid (1-JJ, 1.07 g, 2.9 mmol, Small Molecules, Inc., Hoboken, N.J. USA) was dissolved in 10 mL of dry methanol and trimethylsilyl diazomethane (2.0 M in diethyl ether, Aldrich) was added dropwise with stirring at rt until a slight yellow color persisted. The solution was then concentrated under reduced pressure, and flash chromatography (0-50% EtOAc/hexanes elution) gave 1-benzyl 4-tert-butyl 2-methyl piperazine-1,2,4-tricarbox...